Dataset: the Open Reaction Database (ORD), a public repository of structured organic reaction records. Task: describe an organic reaction: reactants, conditions, products, and yield Reactants: Cc1c(F)c(F)c([N+](=O)[O-])c(C(=O)O)c1F, O=S(Cl)Cl, c1ccccc1. Product: Cc1c(F)c(F)c([N+](=O)[O-])c(C(=O)Cl)c1F. RXN SMILES: [F:1][c:2]1[c:3]([C:4](=[O:5])[OH:6])[c:7]([N+:14](=[O:15])[O-:16])[c:8]([F:13])[c:9]([F:12])[c:10]1[CH3:11].[S:17]([Cl:18])([Cl:19])=[O:20].[cH:21]1[cH:22][cH:23][cH:24][cH:25][cH:26]1>>[F:1][c:2]1[c:3]([C:4](=[O:5])[Cl:19])[c:7]([N+:14](=[O:15])[O-:16])[c:8]([F:13])[c:9]([F:12])[c:10]1[CH3:11].